Task: describe an organic reaction: reactants, conditions, products, and yield. Dataset: the Open Reaction Database (ORD), a public repository of structured organic reaction records Run at time 15 minute. Reported procedure: 3-Chloroperbenzoic acid (150mg) was added to a stirred solution of 1,2-dihydro-2-(4-butylthiophenyl)-3H-indazol-3-one (250 mg) in methylene chloride (5 ml) at 0-5° C. Stirring was continued for 15 minutes after the addition was complete. The reaction mixture was then washed with water, dried (MgSO4) and evaporated in vacuo. The residue was purified by column chromatography using methylene chloride/ether (70:30 v/v) to give 1,2-dihydro-2-(4-butylsulphinylphenyl)-3H-indazol-3-one (Ex. 52) as a sol... Run in C(Cl)Cl (methylene chloride). Product: C(CCC)S(=O)C1=CC=C(C=C1)N1NC2=CC=CC=C2C1=O (1,2-dihydro-2-(4-butylsulphinylphenyl)-3H-indazol-3-one). The reactants are ClC1=CC(=CC=C1)C(=O)OO (3-Chloroperbenzoic acid), C(CCC)SC1=CC=C(C=C1)N1NC2=CC=CC=C2C1=O (1,2-dihydro-2-(4-butylthiophenyl)-3H-indazol-3-one). As a reaction SMILES: ClC1C=CC=C(C(OO)=[O:9])C=1.[CH2:12]([S:16][C:17]1[CH:22]=[CH:21][C:20]([N:23]2[C:31](=[O:32])[C:30]3[C:25](=[CH:26][CH:27]=[CH:28][CH:29]=3)[NH:24]2)=[CH:19][CH:18]=1)[CH2:13][CH2:14][CH3:15]>C(Cl)Cl>[CH2:12]([S:16]([C:17]1[CH:18]=[CH:19][C:20]([N:23]2[C:31](=[O:32])[C:30]3[C:25](=[CH:26][CH:27]=[CH:28][CH:29]=3)[NH:24]2)=[CH:21][CH:22]=1)=[O:9])[CH2:13][CH2:14][CH3:15]. Yield: 60.7%.